The task is: describe an organic reaction: reactants, conditions, products, and yield. This data is from the Open Reaction Database (ORD), a public repository of structured organic reaction records. Starting materials: C(#C)C1=CC=C(C=C1)C1(CC1)N(CCC)CCC ([1-(4-ethynylphenyl)-cyclopropyl]-dipropylamine), C(#C)C1=CC=C(C=C1)C1(CC1)N(CCC)CCC ([1-(4-ethynylphenyl)-cyclopropyl]-dipropylamine), C(C1=CC=CC=C1)(=O)O.C(C)OC(C1=CC=C(C=C1)I)=O (ethyl-4-iodo-benzoate benzoate), C(C1=CC=CC=C1)(=O)O.C(C)OC(C1=CC=C(C=C1)I)=O (ethyl-4-iodo-benzoate benzoate). Reagents/catalysts: [Cu]I (copper(I)iodide), Cl[Pd]([P](C1=CC=CC=C1)(C2=CC=CC=C2)C3=CC=CC=C3)([P](C4=CC=CC=C4)(C5=CC=CC=C5)C6=CC=CC=C6)Cl (Dichlorobis(triphenylphosphine)palladium(II)). Run in C(C)N(CC)CC (triethyl amine). Reaction conditions: time 8 hour. Yields the product EtOAc-hexanes, C(CC)N(C1(CC1)C1=CC=C(C=C1)C#CC1=CC=C(C(=O)OCC)C=C1)CCC (Ethyl 4-[4-(1-dipropylamino-cyclopropyl)-phenylethynyl]-benzoate). Yield: 2.0%. Reaction SMILES: [C:1]([C:3]1[CH:8]=[CH:7][C:6]([C:9]2([N:12]([CH2:16][CH2:17][CH3:18])[CH2:13][CH2:14][CH3:15])[CH2:11][CH2:10]2)=[CH:5][CH:4]=1)#[CH:2].C(O)(=O)C1C=CC=CC=1.[CH2:28]([O:30][C:31](=[O:39])[C:32]1[CH:37]=[CH:36][C:35](I)=[CH:34][CH:33]=1)[CH3:29]>C(N(CC)CC)C.[Cu]I.Cl[Pd](Cl)([P](C1C=CC=CC=1)(C1C=CC=CC=1)C1C=CC=CC=1)[P](C1C=CC=CC=1)(C1C=CC=CC=1)C1C=CC=CC=1>[CH2:13]([N:12]([CH2:16][CH2:17][CH3:18])[C:9]1([C:6]2[CH:7]=[CH:8][C:3]([C:1]#[C:2][C:35]3[CH:36]=[CH:37][C:32]([C:31]([O:30][CH2:28][CH3:29])=[O:39])=[CH:33][CH:34]=3)=[CH:4][CH:5]=2)[CH2:10][CH2:11]1)[CH2:14][CH3:15] |f:1.2,^1:51,70|. Reported procedure: Using General Procedure F; [1-(4-ethynylphenyl)-cyclopropyl]-dipropylamine (Intermediate 123, 34.0 mg, 0.16 mmol) and ethyl-4-iodo benzoate (Reagent A, 59.0 mg, 0.21 mmol) in triethyl amine (6 mL) was treated with copper(I)iodide (13.0 mg, 0.07 mmol) and sparged with argon for 5 minutes. Dichlorobis(triphenylphosphine)palladium(II) (49 mg, 0.07 mmol) was added and the reaction mixture was stirred overnight at room temperature. Column chromatography (2-4% EtOAc-hexanes) afforded the title compoun... Starting materials: Cl.ClC1=NC=NC2=CC(=CC=C12)OCCOC (4-chloro-7-(2-methoxyethoxy)quinazoline hydrochloride), ClC1=CC(=C(N)C=C1)F (4-chloro-2-fluoroaniline). Run in C(C)(C)O (isopropanol). Yields the product ClC1=CC(=C(NC2=NC=NC3=CC(=CC=C23)OCCOC)C=C1)F (4-(4-chloro-2-fluoroanilino)-7-(2-methoxyethoxy)quinazoline). The yield is 83.9%. RXN SMILES: Cl.Cl[C:3]1[C:12]2[C:7](=[CH:8][C:9]([O:13][CH2:14][CH2:15][O:16][CH3:17])=[CH:10][CH:11]=2)[N:6]=[CH:5][N:4]=1.[Cl:18][C:19]1[CH:25]=[CH:24][C:22]([NH2:23])=[C:21]([F:26])[CH:20]=1>C(O)(C)C>[Cl:18][C:19]1[CH:25]=[CH:24][C:22]([NH:23][C:3]2[C:12]3[C:7](=[CH:8][C:9]([O:13][CH2:14][CH2:15][O:16][CH3:17])=[CH:10][CH:11]=3)[N:6]=[CH:5][N:4]=2)=[C:21]([F:26])[CH:20]=1 |f:0.1|. Procedure: A solution of 4-chloro-7-(2-methoxyethoxy)quinazoline hydrochloride (624 mg, 2.27 mmol) and 4-chloro-2-fluoroaniline (305 μl, 2.6 mmol) in isopropanol (20 ml) was heated at reflux for 30 minutes. The solvent was removed by evaporation and the residue partitioned between ethyl acetate and water. The organic layer was separated, washed with aqueous sodium hydrogen carbonate solution, then with water, dried (MgSO4) and the solvent removed by evaporation. The residue was triturated with ether to giv... The reactants are solution, C(C=C)(=O)Cl (acrylic acid chloride), CC(=CCC/C(=C/CC/C(=C\CC/C(=C\CC/C(=C\CC/C(=C\CC/C(=C\CC/C(=C\CC/C(=C\CC/C(=C\CO)/C)/C)/C)/C)/C)/C)/C)/C)/C)C (decaprenol). Run in N1=CC=CC=C1 (pyridine), N1=CC=CC=C1 (pyridine), CCCCCC (n-hexane). Reaction conditions: time 2 hour. Product: C(C=C)(=O)OCC=C(CCC=C(CCC=C(CCC=C(CCC=C(CCC=C(CCC=C(CCC=C(CCC=C(CCC=C(C)C)C)C)C)C)C)C)C)C)C (3,7,11,15,19,23,27,31,35,39-Decamethyl-2,6,10,14,18,22,26,30,34,38-tetracontadecaenyl acrylate). As a reaction SMILES: [CH3:1][C:2]([CH3:51])=[CH:3][CH2:4][CH2:5]/[C:6](/[CH3:50])=[CH:7]/[CH2:8][CH2:9]/[C:10](/[CH3:49])=[CH:11]\[CH2:12][CH2:13]/[C:14](/[CH3:48])=[CH:15]\[CH2:16][CH2:17]/[C:18](/[CH3:47])=[CH:19]\[CH2:20][CH2:21]/[C:22](/[CH3:46])=[CH:23]\[CH2:24][CH2:25]/[C:26](/[CH3:45])=[CH:27]\[CH2:28][CH2:29]/[C:30](/[CH3:44])=[CH:31]\[CH2:32][CH2:33]/[C:34](/[CH3:43])=[CH:35]\[CH2:36][CH2:37]/[C:38](/[CH3:42])=[CH:39]\[CH2:40][OH:41].[C:52](Cl)(=[O:55])[CH:53]=[CH2:54]>N1C=CC=CC=1.CCCCCC>[C:52]([O:41][CH2:40][CH:39]=[C:38]([CH3:42])[CH2:37][CH2:36][CH:35]=[C:34]([CH3:43])[CH2:33][CH2:32][CH:31]=[C:30]([CH3:44])[CH2:29][CH2:28][CH:27]=[C:26]([CH3:45])[CH2:25][CH2:24][CH:23]=[C:22]([CH3:46])[CH2:21][CH2:20][CH:19]=[C:18]([CH3:47])[CH2:17][CH2:16][CH:15]=[C:14]([CH3:48])[CH2:13][CH2:12][CH:11]=[C:10]([CH3:49])[CH2:9][CH2:8][CH:7]=[C:6]([CH3:50])[CH2:5][CH2:4][CH:3]=[C:2]([CH3:51])[CH3:1])(=[O:55])[CH:53]=[CH2:54]. Procedure: 8.0 Grams of decaprenol were dissolved in 50 ml of pyridine. The solution was added with 15% solution of 2.1 g of acrylic acid chloride in pyridine at room temperature over 30 minutes. After completion of the addition, the mixture was stirred at room temperature for two hours to complete the rection. The reaction product was diluted with n-hexane, washed with water and concentrated. The concentate was purified by chromatography with 80 g of silica gel in n-hexane/benzene solvent mixture as eluti... Reactants: C(CC\C=C/C\C=C/C\C=C/C\C=C/C\C=C/C\C=C/CC)(=O)N[C@H](C(=O)OC)C ((S)-methyl 2-((4Z,7Z,10Z,13Z,16Z,19Z)-docosa-4,7,10,13,16,19-hexaenamido)propanoate), [OH-].[Na+] (NaOH). Solvent: O (water), C1CCOC1 (THF). Reaction conditions: time 3 hour. The product is C(CC\C=C/C\C=C/C\C=C/C\C=C/C\C=C/C\C=C/CC)(=O)N[C@H](C(=O)O)C ((S)-2-((4Z,7Z,10Z,13Z,16Z,19Z)-docosa-4,7,10,13,16,19-hexaenamido)propanoic acid). Reaction SMILES: [C:1]([NH:24][C@@H:25]([CH3:30])[C:26]([O:28]C)=[O:27])(=[O:23])[CH2:2][CH2:3]/[CH:4]=[CH:5]\[CH2:6]/[CH:7]=[CH:8]\[CH2:9]/[CH:10]=[CH:11]\[CH2:12]/[CH:13]=[CH:14]\[CH2:15]/[CH:16]=[CH:17]\[CH2:18]/[CH:19]=[CH:20]\[CH2:21][CH3:22].[OH-].[Na+]>C1COCC1.O>[C:1]([NH:24][C@@H:25]([CH3:30])[C:26]([OH:28])=[O:27])(=[O:23])[CH2:2][CH2:3]/[CH:4]=[CH:5]\[CH2:6]/[CH:7]=[CH:8]\[CH2:9]/[CH:10]=[CH:11]\[CH2:12]/[CH:13]=[CH:14]\[CH2:15]/[CH:16]=[CH:17]\[CH2:18]/[CH:19]=[CH:20]\[CH2:21][CH3:22] |f:1.2|. Reported procedure: (S)-methyl 2-((4Z,7Z,10Z,13Z,16Z,19Z)-docosa-4,7,10,13,16,19-hexaenamido)propanoate (2.0 g, 4.8 mmol) was taken up in THF (8 mL) along with 5M aqueous NaOH (5 mL) and stirred vigorously at room temperature for 3 h. The reaction mixture was diluted with water and concentrated under reduced pressure. Enough 6N HCl was then added to adjust the pH to 2. The resulting mixture was extracted with EtOAc. The combined organic layers were dried over Na2SO4, filtered and concentrated under reduced pressure... Reactants: CCOC(C)=O, O=C(Cl)OC(Cl)(Cl)Cl, Nc1cc(OC2CCCC2)c(Cl)cc1F. Yields the product O=C=Nc1cc(OC2CCCC2)c(Cl)cc1F. As a reaction SMILES: [CH3:24][CH2:25][O:26][C:27](=[O:28])[CH3:29].[Cl:1][C:2](=[O:3])[O:4][C:5]([Cl:6])([Cl:7])[Cl:8].[F:9][c:10]1[c:11]([NH2:12])[cH:13][c:14]([O:18][CH:19]2[CH2:20][CH2:21][CH2:22][CH2:23]2)[c:15]([Cl:17])[cH:16]1>>[C:2](=[O:3])=[N:12][c:11]1[c:10]([F:9])[cH:16][c:15]([Cl:17])[c:14]([O:18][CH:19]2[CH2:20][CH2:21][CH2:22][CH2:23]2)[cH:13]1. Starting materials: CC#CCOc1ccc(S(=O)(=O)Cl)cc1, ClCCl, COC(=O)C1(N)CCCCC1, CC#N, CCN(C(C)C)C(C)C, Cl. Product: CC#CCOc1ccc(S(=O)(=O)NC2(C(=O)OC)CCCCC2)cc1. As a reaction SMILES: [CH2:22]([C:23]#[C:24][CH3:25])[O:26][c:27]1[cH:28][cH:29][c:30]([S:33](=[O:34])(=[O:35])[Cl:36])[cH:31][cH:32]1.[CH2:37]([Cl:38])[Cl:39].[CH3:2][O:3][C:4](=[O:5])[C:6]1([NH2:12])[CH2:7][CH2:8][CH2:9][CH2:10][CH2:11]1.[CH3:40][C:41]#[N:42].[CH:13]([N:14]([CH2:15][CH3:16])[CH:17]([CH3:18])[CH3:19])([CH3:20])[CH3:21].[ClH:1]>>[CH3:2][O:3][C:4](=[O:5])[C:6]1([NH:12][S:33]([c:30]2[cH:29][cH:28][c:27]([O:26][CH2:22][C:23]#[C:24][CH3:25])[cH:32][cH:31]2)(=[O:34])=[O:35])[CH2:7][CH2:8][CH2:9][CH2:10][CH2:11]1. Starting materials: ClC(CC(=C(F)F)F)CCCCCCCC (4-chloro-1,1,2-trifluoro-1-dodecene), alpha-azobisisobutyronitrile, C(CCC)[SnH](CCCC)CCCC (tri-n-butyltin hydride). Conditions: time 16 hour. The product is FC(=C(CCCCCCCCCC)F)F (1,1,2-trifluoro-1-dodecene). As a reaction SMILES: Cl[CH:2]([CH2:9][CH2:10][CH2:11][CH2:12][CH2:13][CH2:14][CH2:15][CH3:16])[CH2:3][C:4]([F:8])=[C:5]([F:7])[F:6].C([SnH](CCCC)CCCC)CCC>>[F:6][C:5]([F:7])=[C:4]([F:8])[CH2:3][CH2:2][CH2:9][CH2:10][CH2:11][CH2:12][CH2:13][CH2:14][CH2:15][CH3:16]. Procedure: A stirred mixture of 4.6 grams (0.0179 mole) of 4-chloro-1,1,2-trifluoro-1-dodecene (prepared as in Example 7) and 0.04 gram (0.0003 mole) of alpha, alpha-azobisisobutyronitrile is flushed with argon and 5.1 ml (0.019 mole) of tri-n-butyltin hydride is added dropwise. Upon completion of addition, the reaction mixture is stirred at ambient temperature for 16 hours. The reaction mixture is fractionally distilled under reduced pressure through a Vigreux column. The appropriate fractions are recombi... The reactants are C1(CC1)N1C=C(C(C2=CC(=C(C(=C12)C)N1CC(CC1)N)F)=O)C(=O)O (1-cyclopropyl-7-(3-amino-1-pyrrolidinyl)-6-fluoro-8-methyl-1,4-dihydro-4-oxoquinoline-3-carboxylic acid), C=O (formalin), C(=O)[O-].[Na+] (sodium formate), ice water, C(O)([O-])=O.[Na+] (sodium hydrogen carbonate). Run in C(=O)O (formic acid). Product: C1(CC1)N1C=C(C(C2=CC(=C(C(=C12)C)N1CC(CC1)NC)F)=O)C(=O)O (1-cyclopropyl-7-(3-methylamino-1-pyrrolidinyl)-6-fluoro-8-methyl-1,4-dihydro-4-oxoquinoline-3-carboxylic acid). Yield: 25.3%. Reaction SMILES: [CH:1]1([N:4]2[C:13]3[C:8](=[CH:9][C:10]([F:21])=[C:11]([N:15]4[CH2:19][CH2:18][CH:17]([NH2:20])[CH2:16]4)[C:12]=3[CH3:14])[C:7](=[O:22])[C:6]([C:23]([OH:25])=[O:24])=[CH:5]2)[CH2:3][CH2:2]1.C=O.[CH:28]([O-])=O.[Na+].C(=O)([O-])O.[Na+]>C(O)=O>[CH:1]1([N:4]2[C:13]3[C:8](=[CH:9][C:10]([F:21])=[C:11]([N:15]4[CH2:19][CH2:18][CH:17]([NH:20][CH3:28])[CH2:16]4)[C:12]=3[CH3:14])[C:7](=[O:22])[C:6]([C:23]([OH:25])=[O:24])=[CH:5]2)[CH2:2][CH2:3]1 |f:2.3,4.5|. Procedure: To 1-cyclopropyl-7-(3-amino-1-pyrrolidinyl)-6-fluoro-8-methyl-1,4-dihydro-4-oxoquinoline-3-carboxylic acid (0.38 g) are added formic acid (3 ml), 37% formalin (3 ml) and sodium formate (0.4 g), and the mixture is refluxed for 5 hours. After cooling, the reaction mixture is poured into ice water and adjusted to below pH 8 with aqueous sodium hydrogen carbonate, and the mixture is extracted with dichloromethane. After removing the solvent by concentration, the resulting residue is recrystallized f... Starting materials: ClC1=CC(=C(N)C=C1OC)C (4-chloro-5-methoxy-2-methylaniline), Cl.N1=CC=CC=C1 (pyridine hydrochloride), OC1=C(C=NC=2C=C3C(=CC12)N=CS3)C#N (8-hydroxy[1,3]thiazolo[4,5-g]quinoline-7-carbonitrile). The reagents and catalysts are CN(C=O)C (N,N-dimethylformamide). The solvent is P(=O)(Cl)(Cl)Cl (phosphoryl chloride). Product: ClC1=CC(=C(C=C1OC)NC=1SC=2C(=CC=3C=C(C=NC3C2)C#N)N1)C ((4-Chloro-5-methoxy-2-methylphenylamino]thiazolo[4,5-g]quinoline-7-carbonitrile). The yield is 15.5%. As a reaction SMILES: O[C:2]1[C:11]2[CH:10]=[C:9]3[N:12]=[CH:13][S:14][C:8]3=[CH:7][C:6]=2[N:5]=[CH:4][C:3]=1[C:15]#[N:16].[Cl:17][C:18]1[C:24]([O:25][CH3:26])=[CH:23][C:21]([NH2:22])=[C:20]([CH3:27])[CH:19]=1.Cl.N1C=CC=CC=1>P(Cl)(Cl)(Cl)=O.CN(C)C=O>[Cl:17][C:18]1[C:24]([O:25][CH3:26])=[CH:23][C:21]([NH:22][C:13]2[S:14][C:8]3[C:9]([N:12]=2)=[CH:10][C:11]2[CH:2]=[C:3]([C:15]#[N:16])[CH:4]=[N:5][C:6]=2[CH:7]=3)=[C:20]([CH3:27])[CH:19]=1 |f:2.3|. Procedure: To a mixture of 100 mg (0.44 mmol) of 8-hydroxy[1,3]thiazolo[4,5-g]quinoline-7-carbonitrile in 5 mL of phosphoryl chloride is added five drops of N,N-dimethylformamide. The mixture is heated at reflux temperature for 30 minutes and then concentrated in vacuo. To the residue at 0° C. is added 50 mL of water. The solids are collected, washed with water, and dried in vacuo. To a mixture of this compound in 2 mL of 2-ethoxyethanol are added 76 mg (0.44 mmol) of 4-chloro-5-methoxy-2-methylaniline and... Reactants: CCOC(=O)CCC(CCCCN(C(=O)OC(C)(C)C)S(=O)(=O)c1ccc(Cl)cc1)CCOc1cccnc1, O=C(O)C(F)(F)F. Yields the product CCOC(=O)CCC(CCCCNS(=O)(=O)c1ccc(Cl)cc1)CCOc1cccnc1. RXN SMILES: [Cl:1][c:2]1[cH:3][cH:4][c:5]([S:8](=[O:9])(=[O:10])[N:11]([C:12]([O:13][C:14]([CH3:15])([CH3:16])[CH3:17])=[O:18])[CH2:19][CH2:20][CH2:21][CH2:22][CH:23]([CH2:24][CH2:25][C:26](=[O:27])[O:28][CH2:29][CH3:30])[CH2:31][CH2:32][O:33][c:34]2[cH:35][n:36][cH:37][cH:38][cH:39]2)[cH:6][cH:7]1.[OH:40][C:41]([C:42]([F:43])([F:44])[F:45])=[O:46]>>[Cl:1][c:2]1[cH:3][cH:4][c:5]([S:8](=[O:9])(=[O:10])[NH:11][CH2:19][CH2:20][CH2:21][CH2:22][CH:23]([CH2:24][CH2:25][C:26](=[O:27])[O:28][CH2:29][CH3:30])[CH2:31][CH2:32][O:33][c:34]2[cH:35][n:36][cH:37][cH:38][cH:39]2)[cH:6][cH:7]1.